This data is from the Open Reaction Database (ORD), a public repository of structured organic reaction records. The task is: describe an organic reaction: reactants, conditions, products, and yield Starting materials: CC(c1ccccc1)N1CC(C2(NC(=O)OC(C)(C)C)CC2)CC1=O, O=C([O-])[O-], [K+], [K+], C1CCOC1. The product is CC(c1ccccc1)N1CCC(C2(NC(=O)OC(C)(C)C)CC2)C1. Reaction SMILES: [C:1]([CH3:2])([CH3:3])([CH3:4])[O:5][C:6](=[O:7])[NH:8][C:9]1([CH:12]2[CH2:13][C:14](=[O:25])[N:15]([CH:17]([CH3:18])[c:19]3[cH:20][cH:21][cH:22][cH:23][cH:24]3)[CH2:16]2)[CH2:10][CH2:11]1.[C:26](=[O:27])([O-:28])[O-:29].[K+:30].[K+:31].[O:32]1[CH2:33][CH2:34][CH2:35][CH2:36]1>>[C:1]([CH3:2])([CH3:3])([CH3:4])[O:5][C:6](=[O:7])[NH:8][C:9]1([CH:12]2[CH2:13][CH2:14][N:15]([CH:17]([CH3:18])[c:19]3[cH:20][cH:21][cH:22][cH:23][cH:24]3)[CH2:16]2)[CH2:10][CH2:11]1.